From a dataset of the Open Reaction Database (ORD), a public repository of structured organic reaction records. describe an organic reaction: reactants, conditions, products, and yield Procedure details: A catalytic amount of p-toluenesulfonic acid monohydrate was added to a mixture of 73.3 g of Intermediate 3 in Example 3 and 300 g of methanol. With stirring in a nitrogen atmosphere, the reaction mixture was heated under reflux for 12 hours. After cooling, the reaction mixture was poured into a saturated sodium hydrogen carbonate aqueous solution and extracted with ethyl acetate. The ethyl acetate solution was washed, dried and concentrated. The residue was distilled in vacuum, obtaining 52.0 g... Run in CO (methanol). RXN SMILES: O.[C:2]1(C)C=CC(S(O)(=O)=O)=CC=1.[F:13][C:14]([F:22])([C:18]([OH:21])([CH3:20])[CH3:19])[C:15]([OH:17])=[O:16].C(=O)([O-])O.[Na+]>CO>[F:13][C:14]([F:22])([C:18]([OH:21])([CH3:20])[CH3:19])[C:15]([O:17][CH3:2])=[O:16] |f:0.1,3.4|. Product: FC(C(=O)OC)(C(C)(C)O)F (methyl 2,2-difluoro-3-hydroxy-3-methylbutanoate). Reactants: O.C1(=CC=C(C=C1)S(=O)(=O)O)C (p-toluenesulfonic acid monohydrate), FC(C(=O)O)(C(C)(C)O)F (2,2-difluoro-3-hydroxy-3-methylbutanoic acid), C(O)([O-])=O.[Na+] (sodium hydrogen carbonate). Yield: 65.0%. Reactants: CS(C)=O, Cl, [I-], [K+], [K+], [K+], O=C1NCCN1, O=C([O-])[O-], O, O=[N+]([O-])c1ccc(O)c(CBr)c1, c1ccccc1. Product: O=C1NCCN1Cc1cc([N+](=O)[O-])ccc1O. As a reaction SMILES: [CH3:28][S:29]([CH3:30])=[O:31].[ClH:27].[I-:14].[K+:13].[K+:7].[K+:8].[NH:1]1[C:2](=[O:6])[NH:3][CH2:4][CH2:5]1.[O-:9][C:10]([O-:11])=[O:12].[OH2:38].[OH:15][c:16]1[c:17]([CH2:18][Br:19])[cH:20][c:21]([N+:24](=[O:25])[O-:26])[cH:22][cH:23]1.[cH:32]1[cH:33][cH:34][cH:35][cH:36][cH:37]1>>[N:1]1([CH2:18][c:17]2[c:16]([OH:15])[cH:23][cH:22][c:21]([N+:24](=[O:25])[O-:26])[cH:20]2)[C:2](=[O:6])[NH:3][CH2:4][CH2:5]1. Reactants: O=C1NC=2C=CC=CC2C=2N1CCN2 (5-oxo-2,3,5,6-tetrahydroimidazo-[1,2-c]-quinazoline), ClS(=O)(=O)O (chlorosulphonic acid), N1CCOCC1 (morpholine). The solvent is O (water). Conditions: time 3 hour. The product is N1(CCOCC1)S(=O)(=O)C1=CC=2C=3N(C(NC2C=C1)=O)CCN3 (9-(4-Morpholinylsulphonyl)-5-oxo-2,3,5,6-tetrahydroimidazo-[1,2-c]-quinazoline). Reaction SMILES: [O:1]=[C:2]1[N:11]2[CH2:12][CH2:13][N:14]=[C:10]2[C:9]2[CH:8]=[CH:7][CH:6]=[CH:5][C:4]=2[NH:3]1.Cl[S:16]([OH:19])(=O)=[O:17].[NH:20]1[CH2:25][CH2:24][O:23][CH2:22][CH2:21]1>O>[N:20]1([S:16]([C:7]2[CH:6]=[CH:5][C:4]3[NH:3][C:2](=[O:1])[N:11]4[CH2:12][CH2:13][N:14]=[C:10]4[C:9]=3[CH:8]=2)(=[O:19])=[O:17])[CH2:25][CH2:24][O:23][CH2:22][CH2:21]1. Procedure details: 30 mmols of 5-oxo-2,3,5,6-tetrahydroimidazo-[1,2-c]-quinazoline were added, whilst cooling with ice, to 20 ml of chlorosulphonic acid, and the mixture was stirred for 3 hours at 50° to 60° C. After this solution had been cooled, it was carefully added dropwise to 80 ml of cooled morpholine, and the mixture was thereafter diluted with 150 ml of water. The residue was filtered off under suction, washed with water and boiled up with alcohol. Starting materials: CON(C)C(=O)c1ccc(OCc2ccccc2)cc1, CO. The product is CON(C)C(=O)c1ccc(O)cc1. As a reaction SMILES: [CH2:1]([c:2]1[cH:3][cH:4][cH:5][cH:6][cH:7]1)[O:8][c:9]1[cH:10][cH:11][c:12]([C:13](=[O:14])[N:15]([CH3:16])[O:17][CH3:18])[cH:19][cH:20]1.[CH3:21][OH:22]>>[OH:8][c:9]1[cH:10][cH:11][c:12]([C:13](=[O:14])[N:15]([CH3:16])[O:17][CH3:18])[cH:19][cH:20]1. The reactants are O=c1ccccn1C(=S)n1ccccc1=O, ClCCl, CCn1c(C(=O)N(C2CC2)C2CC2)cc2c3c(ncn3C)c(N)nc21. Product: CCn1c(C(=O)N(C2CC2)C2CC2)cc2c3c(ncn3C)c(N=C=S)nc21. RXN SMILES: [C:26](=[S:27])([n:28]1[cH:29][cH:30][cH:31][cH:32][c:33]1=[O:34])[n:35]1[cH:36][cH:37][cH:38][cH:39][c:40]1=[O:41].[Cl:42][CH2:43][Cl:44].[NH2:1][c:2]1[c:3]2[c:4]([c:5]3[c:6]([n:7]1)[n:8]([CH2:20][CH3:21])[c:9]([C:11](=[O:12])[N:13]([CH:14]1[CH2:15][CH2:16]1)[CH:17]1[CH2:18][CH2:19]1)[cH:10]3)[n:22]([CH3:25])[cH:23][n:24]2>>[N:1]([c:2]1[c:3]2[c:4]([c:5]3[c:6]([n:7]1)[n:8]([CH2:20][CH3:21])[c:9]([C:11](=[O:12])[N:13]([CH:14]1[CH2:15][CH2:16]1)[CH:17]1[CH2:18][CH2:19]1)[cH:10]3)[n:22]([CH3:25])[cH:23][n:24]2)=[C:26]=[S:27]. The reactants are O1C=CC=C1 (Furan), C(CCC)[Li] (n-butyllithium), C(CC(C)C)=O (isovaleraldehyde). Solvent: C1CCOC1 (THF). The product is O1C(=CC=C1)C(CC(C)C)O (1-(2-furyl)-3-methylbutanol). Yield: 49.0%. RXN SMILES: [O:1]1[CH:5]=[CH:4][CH:3]=[CH:2]1.C([Li])CCC.[CH:11](=[O:16])[CH2:12][CH:13]([CH3:15])[CH3:14]>C1COCC1>[O:1]1[CH:5]=[CH:4][CH:3]=[C:2]1[CH:11]([OH:16])[CH2:12][CH:13]([CH3:15])[CH3:14]. Reported procedure: Furan was added dropwise to a stirred solution of n-butyllithium (2.5M in hexanes, 58.8 ml, 147 mmol) in dry THF (200 ml) at -20° C. under argon. The mixture was allowed to warm to room temperature and was then heated at reflux for 4 h. The mixture was cooled to -30° C. and isovaleraldehyde (12.8 g, 147 mmol) was added dropwise. The mixture was allowed to warm to room temperature and was then heated at reflux for 16 h. The reaction mixture was allowed to cool to room temperature, poured onto cru... Reactants: C(C)(=O)[O-].[Na+] (sodium acetate), Cl.NO (hydroxylamine hydrochloride), O=C1C=2C=CNC2CCC1 (4-keto-4,5,6,7-tetrahydro indole), oxime. Run in O (water), C(C)O (ethanol). Yields the product N(O)=C1C=2C=CNC2CCC1 (4-Oximino-4,5,6,7-tetrahydroindole). RXN SMILES: C([O-])(=O)C.[Na+].Cl.[NH2:7][OH:8].O=[C:10]1[CH2:18][CH2:17][CH2:16][C:15]2[NH:14][CH:13]=[CH:12][C:11]1=2>O.C(O)C>[N:7](=[C:10]1[CH2:18][CH2:17][CH2:16][C:15]2[NH:14][CH:13]=[CH:12][C:11]1=2)[OH:8] |f:0.1,2.3|. Reported procedure: A solution of 6.08 g of sodium acetate, 5.15 g of hydroxylamine hydrochloride, and 5.25 g of 4-keto-4,5,6,7-tetrahydro indole in 12 mL of water and 36 mL of ethanol was heated at 50° C. for 3 hr, quenched in water, extracted with ethyl acetate and dried over magnesium sulfate. The solvents were removed in vacuo to give a mixture of oxime isomers which was characterized by NMR and Mass spectroscopy.